From a dataset of the Open Reaction Database (ORD), a public repository of structured organic reaction records. describe an organic reaction: reactants, conditions, products, and yield Starting materials: C[Si](C)(C)I (trimethylsilyl iodide), C(C)(C)[C@@H]1CC[C@H](CC1)NC1=NC=C(C2=CC=CC=C12)CC=1C=NC(=CC1)OC (trans 1-(4-isopropyl-cyclohexylamino)-4-[(6-methoxy-pyridin-3-yl)-methyl]-isoquinoline), C[Si](C)(C)I (trimethylsilyl iodide). Solvent: C(Cl)(Cl)Cl (chloroform). Reaction conditions: temperature 60 celsius, time 14 hour. The product is C(C)(C)[C@@H]1CC[C@H](CC1)NC1=NC=C(C2=CC=CC=C12)CC=1C=NC(=CC1)O (trans 1-(4-isopropyl-cyclohexylamino)-4-[(6-hydroxy-pyridin-3-yl)-methyl]-isoquinoline). As a reaction SMILES: C[Si](I)(C)C.[CH:6]([C@H:9]1[CH2:14][CH2:13][C@H:12]([NH:15][C:16]2[C:25]3[C:20](=[CH:21][CH:22]=[CH:23][CH:24]=3)[C:19]([CH2:26][C:27]3[CH:28]=[N:29][C:30]([O:33]C)=[CH:31][CH:32]=3)=[CH:18][N:17]=2)[CH2:11][CH2:10]1)([CH3:8])[CH3:7]>C(Cl)(Cl)Cl>[CH:6]([C@H:9]1[CH2:10][CH2:11][C@H:12]([NH:15][C:16]2[C:25]3[C:20](=[CH:21][CH:22]=[CH:23][CH:24]=3)[C:19]([CH2:26][C:27]3[CH:28]=[N:29][C:30]([OH:33])=[CH:31][CH:32]=3)=[CH:18][N:17]=2)[CH2:13][CH2:14]1)([CH3:8])[CH3:7]. Reported procedure: Under a N2 atmosphere, 122 μl (0.90 mmol) of trimethylsilyl iodide are added to a solution of 351 mg (0.90 mmol) of trans 1-(4-isopropyl-cyclohexylamino)-4-[(6-methoxy-pyridin-3-yl)-methyl]-isoquinoline in 8 ml of chloroform, and stirred for 14 h at 60° C., then a further 122 μl of trimethylsilyl iodide are added and stirring is again effected for 3 h at 60° C. The mixture is cooled, the supernatant solution decanted from the solid, rinsed with a little chloroform and the chloroform phases disca...